Dataset: the Open Reaction Database (ORD), a public repository of structured organic reaction records. Task: describe an organic reaction: reactants, conditions, products, and yield The reactants are COC(=O)C(O)C(NC(=O)OC(C)(C)C)c1ccccc1, Cc1ccccc1, COC(OC)OC, Cc1ccc(S(=O)(=O)[O-])cc1, c1cc[nH+]cc1. Yields the product COC(=O)C1OC(OC)N(C(=O)OC(C)(C)C)C1c1ccccc1. As a reaction SMILES: [C:1]([CH3:2])([CH3:3])([CH3:4])[O:5][C:6](=[O:7])[NH:8][CH:9]([CH:10]([C:11](=[O:12])[O:13][CH3:14])[OH:15])[c:16]1[cH:17][cH:18][cH:19][cH:20][cH:21]1.[CH3:46][c:47]1[cH:48][cH:49][cH:50][cH:51][cH:52]1.[CH:39]([O:40][CH3:41])([O:42][CH3:43])[O:44][CH3:45].[c:22]1([CH3:23])[cH:24][cH:25][c:26]([S:27]([O-:28])(=[O:29])=[O:30])[cH:31][cH:32]1.[nH+:33]1[cH:34][cH:35][cH:36][cH:37][cH:38]1>>[C:1]([CH3:2])([CH3:3])([CH3:4])[O:5][C:6](=[O:7])[N:8]1[CH:9]([c:16]2[cH:17][cH:18][cH:19][cH:20][cH:21]2)[CH:10]([C:11](=[O:12])[O:13][CH3:14])[O:15][CH:39]1[O:40][CH3:41]. Reactants: CO, Cl, CS(=O)(=O)Nc1ccc2[nH]c(=O)n(CCCCN3CC=C(c4ccccc4)CC3)c(=O)c2c1. Product: Cl, CS(=O)(=O)Nc1ccc2[nH]c(=O)n(CCCCN3CC=C(c4ccccc4)CC3)c(=O)c2c1. RXN SMILES: [CH3:35][OH:36].[ClH:34].[c:1]1([C:7]2=[CH:12][CH2:11][N:10]([CH2:13][CH2:14][CH2:15][CH2:16][n:17]3[c:18](=[O:33])[nH:19][c:20]4[cH:21][cH:22][c:23]([NH:28][S:29](=[O:30])(=[O:31])[CH3:32])[cH:24][c:25]4[c:26]3=[O:27])[CH2:9][CH2:8]2)[cH:2][cH:3][cH:4][cH:5][cH:6]1>>[ClH:34].[c:1]1([C:7]2=[CH:8][CH2:9][N:10]([CH2:13][CH2:14][CH2:15][CH2:16][n:17]3[c:18](=[O:33])[nH:19][c:20]4[cH:21][cH:22][c:23]([NH:28][S:29](=[O:30])(=[O:31])[CH3:32])[cH:24][c:25]4[c:26]3=[O:27])[CH2:11][CH2:12]2)[cH:2][cH:3][cH:4][cH:5][cH:6]1. Reactants: C1(CC1)C=1N(C=C(N1)C(=O)O)C (2-cyclopropyl-1-methyl-1H-imidazole-4-carboxylic acid), N[C@H](CN1N=C(C=C1)C1=CC(=C(C#N)C=C1)Cl)C ((S)-4-(1-(2-aminopropyl)-1H-pyrazol-3-yl)-2-chloro benzonitrile). The product is ClC=1C=C(C=CC1C#N)C1=NN(C=C1)C[C@H](C)NC(=O)C=1N=C(N(C1)C)C1CC1 ((S)—N-(1-(3-(3-Chloro-4-cyanophenyl)-1H-pyrazol-1-yl)propan-2-yl)-2-cyclopropyl-1-methyl-1H-imidazole-4-carboxamide). As a reaction SMILES: [CH:1]1([C:4]2[N:5]([CH3:12])[CH:6]=[C:7]([C:9]([OH:11])=O)[N:8]=2)[CH2:3][CH2:2]1.[NH2:13][C@@H:14]([CH3:30])[CH2:15][N:16]1[CH:20]=[CH:19][C:18]([C:21]2[CH:28]=[CH:27][C:24]([C:25]#[N:26])=[C:23]([Cl:29])[CH:22]=2)=[N:17]1>>[Cl:29][C:23]1[CH:22]=[C:21]([C:18]2[CH:19]=[CH:20][N:16]([CH2:15][C@@H:14]([NH:13][C:9]([C:7]3[N:8]=[C:4]([CH:1]4[CH2:2][CH2:3]4)[N:5]([CH3:12])[CH:6]=3)=[O:11])[CH3:30])[N:17]=2)[CH:28]=[CH:27][C:24]=1[C:25]#[N:26]. Procedure details: The title compound was prepared using the procedure described in Example 32(e) starting from 2-cyclopropyl-1-methyl-1H-imidazole-4-carboxylic acid (0.160 g, 0.96 mmol) and (S)-4-(1-(2-aminopropyl)-1H-pyrazol-3-yl)-2-chloro benzonitrile (0.251 g, 0.96 mmol). The product was purified with flash chromatography. Yield 166 mg. 1H-NMR (400 MHz; DMSO-d6): δ 0.80-0.92 (m, 4H), 1.07 (d, 3H), 1.94-1.98 (m, 1H), 3.65 (s, 3H), 4.26-4.38 (m, 3H), 6.95 (s, 1H), 7.47 (s, 1H), 7.75 (d, 1H), 7.81 (s, 1H); 7.96 (... Starting materials: B, ClCCl, CNC(=O)CCON=Cc1cc(C(=O)NOCCO)c(Nc2ccc(I)cc2F)c(F)c1F, O=C(O)C(Cl)Cl, c1ccncc1. The product is O=C(NOCCO)c1cc(CN2OCCC2=O)c(F)c(F)c1Nc1ccc(I)cc1F. RXN SMILES: [BH3:40].[Cl:47][CH2:48][Cl:49].[F:1][c:2]1[c:3]([NH:25][c:26]2[c:27]([F:33])[cH:28][c:29]([I:32])[cH:30][cH:31]2)[c:4]([C:5](=[O:6])[NH:7][O:8][CH2:9][CH2:10][OH:11])[cH:12][c:13]([CH:16]=[N:17][O:18][CH2:19][CH2:20][C:21]([NH:22][CH3:23])=[O:24])[c:14]1[F:15].[OH:41][C:42]([CH:43]([Cl:44])[Cl:45])=[O:46].[n:34]1[cH:35][cH:36][cH:37][cH:38][cH:39]1>>[F:1][c:2]1[c:3]([NH:25][c:26]2[c:27]([F:33])[cH:28][c:29]([I:32])[cH:30][cH:31]2)[c:4]([C:5](=[O:6])[NH:7][O:8][CH2:9][CH2:10][OH:11])[cH:12][c:13]([CH2:16][N:17]2[O:18][CH2:19][CH2:20][C:21]2=[O:24])[c:14]1[F:15]. The reactants are BrC=1C=C2C=NNC2=CC1C (5-bromo-6-methyl-indazole), C1(CCCCC1)C(C1CCCCC1)N (dicyclohexylmethylamine), [OH-].[Na+] (NaOH), C[Si](C)(C)CCOCCl (SEM-chloride). Run in C1CCOC1 (THF), CCOC(=O)C (EtOAc). Conditions: time 3 hour. Yields the product BrC1=CC2=CN(N=C2C=C1C)COCC[Si](C)(C)C (5-Bromo-6-methyl-2-((2-(trimethylsilyl)ethoxy)methyl)-2H-indazole). Isolated yield 79.0%. As a reaction SMILES: [Br:1][C:2]1[CH:3]=[C:4]2[C:8](=[CH:9][C:10]=1[CH3:11])[NH:7][N:6]=[CH:5]2.C1(C(N)C2CCCCC2)CCCCC1.[CH3:26][Si:27]([CH2:30][CH2:31][O:32][CH2:33]Cl)([CH3:29])[CH3:28].[OH-].[Na+]>C1COCC1.CCOC(C)=O>[Br:1][C:2]1[C:10]([CH3:11])=[CH:9][C:8]2[C:4](=[CH:5][N:6]([CH2:33][O:32][CH2:31][CH2:30][Si:27]([CH3:29])([CH3:28])[CH3:26])[N:7]=2)[CH:3]=1 |f:3.4|. Procedure details: To a solution of 5-bromo-6-methyl-indazole (500 mg, 2.37 mmol) in THF (6 mL) was added dicyclohexylmethylamine (0.63 mL, 3.0 mmol), followed by SEM-chloride (0.50 mL, 2.8 mmol) via syringe. The reaction mixture was stirred at room temperature for 3 hours. EtOAc (20 mL) was added followed by 0.5N aqueous NaOH (15 mL). The layers were separated and the aqueous layer was extracted with EtOAc (3×20 mL). The combined organic layers were washed consecutively with water and brine. The organic layer was... The reactants are CCO, CC(C)N(CCN1C(=O)C(=O)c2ccccc21)C(C)C, Cl, NNC(N)=O, [Na+], [OH-], O. Yields the product CC(C)N(CCN1C(=O)C(=NNC(N)=O)c2ccccc21)C(C)C. Reaction SMILES: [CH3:27][CH2:28][OH:29].[CH:1]([CH3:2])([CH3:3])[N:4]([CH2:5][CH2:6][N:7]1[C:8](=[O:9])[C:10](=[O:11])[c:12]2[cH:13][cH:14][cH:15][cH:16][c:17]21)[CH:18]([CH3:19])[CH3:20].[ClH:21].[NH2:22][NH:23][C:24](=[O:25])[NH2:26].[Na+:31].[OH-:30].[OH2:32]>>[CH:1]([CH3:2])([CH3:3])[N:4]([CH2:5][CH2:6][N:7]1[C:8](=[O:9])[C:10](=[N:22][NH:23][C:24](=[O:25])[NH2:26])[c:12]2[cH:13][cH:14][cH:15][cH:16][c:17]21)[CH:18]([CH3:19])[CH3:20]. Starting materials: NC1=C2C(=NC=N1)N(N=C2C2=CC(=C(C=C2)NS(=O)(=O)C2=C(C(=CC=C2)Cl)Cl)F)CC(=O)OC (methyl 2-[4-amino-3-(4-{[(2,3-dichlorophenyl)sulfonyl]amino}-3-fluorophenyl)-1H-pyrazolo[3,4-d]pyrimidin-1-yl]acetate), teflon. Solvent: CO.O (methanol water). Run at temperature 90 celsius, time 2 day. Yields the product NC1=C2C(=NC=N1)N(N=C2C2=CC(=C(C=C2)NS(=O)(=O)C2=C(C(=CC=C2)Cl)Cl)F)CC(=O)O (2-[4-amino-3-(4-{[(2,3-dichlorophenyl)sulfonyl]amino}-3-fluorophenyl)-1H-pyrazolo[3,4-d]pyrimidin-1-yl]acetic acid). The yield is 52.6%. Reaction SMILES: [NH2:1][C:2]1[N:7]=[CH:6][N:5]=[C:4]2[N:8]([CH2:30][C:31]([O:33]C)=[O:32])[N:9]=[C:10]([C:11]3[CH:16]=[CH:15][C:14]([NH:17][S:18]([C:21]4[CH:26]=[CH:25][CH:24]=[C:23]([Cl:27])[C:22]=4[Cl:28])(=[O:20])=[O:19])=[C:13]([F:29])[CH:12]=3)[C:3]=12>CO.O>[NH2:1][C:2]1[N:7]=[CH:6][N:5]=[C:4]2[N:8]([CH2:30][C:31]([OH:33])=[O:32])[N:9]=[C:10]([C:11]3[CH:16]=[CH:15][C:14]([NH:17][S:18]([C:21]4[CH:26]=[CH:25][CH:24]=[C:23]([Cl:27])[C:22]=4[Cl:28])(=[O:19])=[O:20])=[C:13]([F:29])[CH:12]=3)[C:3]=12 |f:1.2|. Procedure: In a resealable Schlenk flask, methyl 2-[4-amino-3-(4-{[(2,3-dichlorophenyl)sulfonyl]amino}-3-fluorophenyl)-1H-pyrazolo[3,4-d]pyrimidin-1-yl]acetate (0.030 g, 0.057 mmol) was dissolved in methanol/water (1:1, 1 mL). The flask was sealed with a teflon screwcap and heated at 90° C. After 2 days, the reaction was cooled to ambient temperature. Purification by preparative HPLC (25 to 100% CH3CN in 0.1 M aqueous ammonium acetate over 20 min at 21 mL/min using an 8μ Hypersil HS C18, 250×21 mm column, ... Reactants: C(C)(=O)O[C@@H]1C2=C3[C@]4([C@H]([C@H]5[C@@H]6CC[C@H](CC)[C@]6(CC[C@@H]5[C@]3(CC1)C)C)O4)O2 (6α,7α- diepoxypregn-4-en-3β-yl acetate), C1(=CC=C(C=C1)S(=O)(=O)[O-])C.[NH+]1=CC=CC=C1 (pyridinium p-toluenesulfonate), CC(=O)C (acetone). The product is O1[C@@]23[C@H]([C@H]4[C@@H]5CC[C@H](C(C)C=O)[C@]5(CC[C@@H]4[C@]4(CCCC1=C24)C)C)O3 (6α,7α-diepoxypregn-4-ene-20-carbaldehyde). The yield is 48.0%. As a reaction SMILES: C(O[C@H:5]1[CH2:23][CH2:22][C@@:21]2([CH3:24])[C:7]3[C@:8]4([O:27][C:6]1=3)[O:26][C@H:9]4[C@@H:10]1[C@@H:20]2[CH2:19][CH2:18][C@@:17]2([CH3:25])[C@H:11]1[CH2:12][CH2:13][C@@H:14]2[CH2:15][CH3:16])(=O)C.C1(C)C=CC(S([O-])(=O)=O)=CC=1.[NH+]1C=CC=CC=1.C[C:46](C)=[O:47]>>[O:27]1[C:6]2=[C:7]3[C@:21]([CH3:24])([CH2:22][CH2:23][CH2:5]2)[C@@H:20]2[C@H:10]([C@H:11]4[C@:17]([CH3:25])([CH2:18][CH2:19]2)[C@@H:14]([CH:15]([CH:46]=[O:47])[CH3:16])[CH2:13][CH2:12]4)[C@@H:9]2[O:26][C@:8]123 |f:1.2|. Procedure details: In 5 ml of acetone was dissolved 24.3 mg (0.05 mmole) of 20-(5,5-dimethyl-1,3-dioxan-2-yl)-1α,2α;6α,7α- diepoxypregn-4-en-3β-yl acetate, followed by addition of 2.5 mg (0.01 mmole) of pyridinium p-toluenesulfonate. The mixture was refluxed for 2 hours. The reaction mixture thus obtained was cooled to room temperature and the solvent was distilled off under reduced pressure. To the residue was added methylene chloride and the mixture was washed successively with saturated aqueous sodium hydrogen ... The reactants are [Li]CCCC, CN([SiH](C)C)[Si](C)(C)C, CCOCC, CCCCCC, Cl, N#Cc1ccc(F)cc1, O. Product: N=C(N)c1ccc(F)cc1. RXN SMILES: [CH2:10]([Li:11])[CH2:12][CH2:13][CH3:14].[CH3:1][SiH:2]([N:3]([CH3:5])[Si:6]([CH3:7])([CH3:8])[CH3:9])[CH3:4].[CH3:25][CH2:26][O:27][CH2:28][CH3:29].[CH3:30][CH2:31][CH2:32][CH2:33][CH2:34][CH3:35].[ClH:24].[F:15][c:16]1[cH:17][cH:18][c:19]([C:20]#[N:21])[cH:22][cH:23]1.[OH2:36]>>[NH:3]=[C:20]([c:19]1[cH:18][cH:17][c:16]([F:15])[cH:23][cH:22]1)[NH2:21]. Reactants: COC(=O)c1cc(S(C)(=O)=O)c(S(F)(F)(F)(F)F)cc1C, CC(C)(C)[O-], [Cl-], Cl, [K+], N=C(N)N, CN(C)C=O, O. Yields the product Cc1cc(S(F)(F)(F)(F)F)c(S(C)(=O)=O)cc1C(=O)NC(=N)N. As a reaction SMILES: [CH3:12][S:13](=[O:14])(=[O:15])[c:16]1[c:17]([S:27]([F:28])([F:29])([F:30])([F:31])[F:32])[cH:18][c:19]([CH3:26])[c:20]([C:21](=[O:22])[O:23][CH3:24])[cH:25]1.[CH3:6][C:7]([CH3:8])([O-:9])[CH3:10].[Cl-:1].[ClH:33].[K+:11].[NH2:2][C:3](=[NH:4])[NH2:5].[O:34]=[CH:35][N:36]([CH3:37])[CH3:38].[OH2:39]>>[NH:2]=[C:3]([NH:4][C:21]([c:20]1[c:19]([CH3:26])[cH:18][c:17]([S:27]([F:28])([F:29])([F:30])([F:31])[F:32])[c:16]([S:13]([CH3:12])(=[O:14])=[O:15])[cH:25]1)=[O:22])[NH2:5].